This data is from the Open Reaction Database (ORD), a public repository of structured organic reaction records. The task is: describe an organic reaction: reactants, conditions, products, and yield Starting materials: CC1(CC#N)CCN(C(=O)OC(C)(C)C)CC1, CCO, N, O. Yields the product CC1(CCN)CCN(C(=O)OC(C)(C)C)CC1. As a reaction SMILES: [C:1]([CH3:2])([CH3:3])([CH3:4])[O:5][C:6](=[O:7])[N:8]1[CH2:9][CH2:10][C:11]([CH3:14])([CH2:15][C:16]#[N:17])[CH2:12][CH2:13]1.[CH3:19][CH2:20][OH:21].[NH3:22].[OH2:18]>>[C:1]([CH3:2])([CH3:3])([CH3:4])[O:5][C:6](=[O:7])[N:8]1[CH2:9][CH2:10][C:11]([CH3:14])([CH2:15][CH2:16][NH2:17])[CH2:12][CH2:13]1. The reactants are O=N[O-], CN1CC(C(Oc2ccccc2N)c2ccccc2)OCC1=O, [Na+], O, O=S(=O)(O)O. The product is CN1CC(C(Oc2ccccc2O)c2ccccc2)OCC1=O. RXN SMILES: [N:24](=[O:25])[O-:26].[NH2:1][c:2]1[c:3]([O:4][CH:5]([c:6]2[cH:7][cH:8][cH:9][cH:10][cH:11]2)[CH:12]2[O:13][CH2:14][C:15](=[O:19])[N:16]([CH3:18])[CH2:17]2)[cH:20][cH:21][cH:22][cH:23]1.[Na+:27].[OH2:33].[S:28](=[O:29])(=[O:30])([OH:31])[OH:32]>>[c:2]1([OH:25])[c:3]([O:4][CH:5]([c:6]2[cH:7][cH:8][cH:9][cH:10][cH:11]2)[CH:12]2[O:13][CH2:14][C:15](=[O:19])[N:16]([CH3:18])[CH2:17]2)[cH:20][cH:21][cH:22][cH:23]1. RXN SMILES: [C:1]1([C:7]2[O:11][C:10]([C:12]([OH:14])=O)=[CH:9][CH:8]=2)[CH:6]=[CH:5][CH:4]=[CH:3][CH:2]=1.[CH3:15][O:16][C:17](=[O:28])[CH:18]=[CH:19][C:20]1[CH:25]=[CH:24][C:23]([F:26])=[C:22]([NH2:27])[CH:21]=1.CCN(C(C)C)C(C)C.CN(C(ON1N=NC2C=CC=CC1=2)=[N+](C)C)C.[B-](F)(F)(F)F>CN(C=O)C>[CH3:15][O:16][C:17](=[O:28])[CH:18]=[CH:19][C:20]1[CH:25]=[CH:24][C:23]([F:26])=[C:22]([NH:27][C:12]([C:10]2[O:11][C:7]([C:1]3[CH:2]=[CH:3][CH:4]=[CH:5][CH:6]=3)=[CH:8][CH:9]=2)=[O:14])[CH:21]=1 |f:3.4|. Procedure: 5-phenyl-2-furoic acid (36) (18 mg, 0.15 mmol) was coupled to aniline (43) (30 mg, 0.15 mmol) using Method B, except that DIPEA (40 mg, 0.31 mmol) and DMF (2 mL) were used and the reaction was stirred at ambient temperature for 2.5 hours, then at 40° C. for 24 hours. Further TBTU (1 eq) and acid (1 eq) were added and the reaction heated at 60° C. for a further 6 hours to give the crude title compound after work-up. The residue was purified using column chromatography eluting with 20% EtOAc in he... Run in CN(C)C=O (DMF). The reactants are CN(C)C(=[N+](C)C)ON1C2=C(C=CC=C2)N=N1.[B-](F)(F)(F)F (TBTU), acid, C1(=CC=CC=C1)C1=CC=C(O1)C(=O)O (5-Phenyl-furan-2-carboxylic acid), COC(C=CC1=CC(=C(C=C1)F)N)=O (3-(3-Amino-4-fluoro-phenyl)-acrylic acid methyl ester), CCN(C(C)C)C(C)C (DIPEA). Run at time 2.5 hour. Product: COC(C=CC1=CC(=C(C=C1)F)NC(=O)C=1OC(=CC1)C1=CC=CC=C1)=O (3-{4-Fluoro-3-[(5-phenyl-furan-2-carbonyl)-amino]-phenyl}-acrylic acid methyl ester). Starting materials: C1(=CC=CC=C1)C(CC(=O)C1=CC=CC=C1)=O (1,3-diphenylpropane-1,3-dione), C(O)NC(C=C)=O (N-methylolacrylamide). The product is C1(=CC=CC=C1)C(C(C(=O)C1=CC=CC=C1)CNC(C=C)=O)=O (1,3-Diphenyl-2-(acrylamidomethyl)-propane-1,3-dione). Reaction SMILES: [C:1]1([C:7](=[O:17])[CH2:8][C:9]([C:11]2[CH:16]=[CH:15][CH:14]=[CH:13][CH:12]=2)=[O:10])[CH:6]=[CH:5][CH:4]=[CH:3][CH:2]=1.[CH2:18]([NH:20][C:21](=[O:24])[CH:22]=[CH2:23])O>>[C:11]1([C:9](=[O:10])[CH:8]([CH2:18][NH:20][C:21](=[O:24])[CH:22]=[CH2:23])[C:7]([C:1]2[CH:2]=[CH:3][CH:4]=[CH:5][CH:6]=2)=[O:17])[CH:16]=[CH:15][CH:14]=[CH:13][CH:12]=1. Reported procedure: 1,3-Diphenyl-2-(acrylamidomethyl)-propane-1,3-dione was prepared from 143 g of 1,3-diphenylpropane-1,3-dione and 64.8 g of N-methylolacrylamide similarly to the method described in Synthesis Example I. Starting materials: N1=CNC(C2=CC=CC=C12)=O (3,4-dihydroquinazolin4-one), CN(C)C=O (DMF). Solvent: S(=O)(Cl)Cl (thionyl chloride). Reaction conditions: temperature 45 celsius, time 1 hour. Yields the product N1=CN=CC2=CC=CC=C12 (quinazoline). Isolated yield 293.9%. Reaction SMILES: [N:1]1[C:10]2[C:5](=[CH:6][CH:7]=[CH:8][CH:9]=2)[C:4](=O)[NH:3][CH:2]=1.CN(C=O)C>S(Cl)(Cl)=O>[N:1]1[C:10]2[C:5](=[CH:6][CH:7]=[CH:8][CH:9]=2)[CH:4]=[N:3][CH:2]=1. Procedure: A solution of 6-methoxy-7-(2-(N-methyl-N-(3-morpholinopropylsulphonyl))amino)ethoxy)-3,4-dihydroquinazolin4-one (176 mg, 0.4 mmol) in thionyl chloride (4 ml) containing DMF (100 μl) was stirred at 45° C. for 1 hour. The volatiles were removed by evaporation and by azeotroping with toluene. The residue was partitioned between methylene chloride and water, the aqueous phase was adjusted to pH8 with saturated aqueous sodium hydrogen carbonate solution. The organic layer was separated, washed with b... The reactants are [Br-], O=Cc1cccc(CCCN2C(=O)c3ccccc3C2=O)c1, Oc1ccccc1C[P+](c1ccccc1)(c1ccccc1)c1ccccc1. Yields the product O=C1c2ccccc2C(=O)N1CCCc1cccc(C=Cc2ccccc2O)c1. RXN SMILES: [Br-:1].[O:29]=[C:30]1[N:31]([CH2:40][CH2:41][CH2:42][c:43]2[cH:44][c:45]([CH:46]=[O:47])[cH:48][cH:49][cH:50]2)[C:32](=[O:39])[c:33]2[cH:34][cH:35][cH:36][cH:37][c:38]21.[OH:2][c:3]1[c:4]([CH2:5][P+:6]([c:7]2[cH:8][cH:9][cH:10][cH:11][cH:12]2)([c:13]2[cH:14][cH:15][cH:16][cH:17][cH:18]2)[c:19]2[cH:20][cH:21][cH:22][cH:23][cH:24]2)[cH:25][cH:26][cH:27][cH:28]1>>[OH:2][c:3]1[c:4]([CH:5]=[CH:46][c:45]2[cH:44][c:43]([CH2:42][CH2:41][CH2:40][N:31]3[C:30](=[O:29])[c:38]4[c:33]([cH:34][cH:35][cH:36][cH:37]4)[C:32]3=[O:39])[cH:50][cH:49][cH:48]2)[cH:25][cH:26][cH:27][cH:28]1. Conditions: time 2 hour. The product is ClC1=C(C=CC(=C1)Cl)[Si](CN1C=NC=C1)(C)C ((2,4-Dichlorophenyl)dimethyl(1H-imidazol-1-ylmethyl)silane). As a reaction SMILES: Cl[CH2:2][Si:3]([C:6]1[CH:11]=[CH:10][C:9]([Cl:12])=[CH:8][C:7]=1[Cl:13])([CH3:5])[CH3:4].[Na].[NH:15]1[CH:19]=[CH:18][N:17]=[CH:16]1>CN(C)C=O>[Cl:13][C:7]1[CH:8]=[C:9]([Cl:12])[CH:10]=[CH:11][C:6]=1[Si:3]([CH3:5])([CH3:4])[CH2:2][N:15]1[CH:19]=[CH:18][N:17]=[CH:16]1 |f:1.2,^1:13|. The reactants are ClC[Si](C)(C)C1=C(C=C(C=C1)Cl)Cl (chloromethyl(2,4-dichlorophenyl)dimethylsilane), [Na].N1C=NC=C1 (imidazole sodium salt). The yield is 68.4%. Solvent: CN(C=O)C (dimethylformamide). Procedure details: A mixture of 5.1 g (0.020 mol) of chloromethyl(2,4-dichlorophenyl)dimethylsilane and 2.0 g (0.022 mol) of imidazole sodium salt in 10 ml of dry dimethylformamide was stirred at 80°-90° for 2 hours and worked up as in Example 23 to give 3.9 g (69%) of the title compound as a brown oil: nD23 1.5637; ir (neat) 1560, 1500, 1450, 1355, 1250, 1105, 1095, 1075, 1025, 840, 780, 735 cm-1 ; nmr (CDCl3) 0.4 (6H, s), 3.9 (2H, s), 6.7 (1H, broad s), 7.0 (1H, broad s) 7.2-7.5 (4H, m). The reactants are [Br-], CCCCc1nc(C)n(-c2cccc(C(C)=O)c2)c(=O)c1Cc1ccc(-c2ccccc2C#N)cc1, C[Mg+], CCOC(C)=O, C1CCOC1, O. Product: CCCCc1nc(C)n(-c2cccc(C(C)(C)O)c2)c(=O)c1Cc1ccc(-c2ccccc2C#N)cc1. Reaction SMILES: [Br-:37].[C:1]([CH3:2])(=[O:3])[c:4]1[cH:5][c:6](-[n:10]2[c:11]([CH3:36])[n:12][c:13]([CH2:32][CH2:33][CH2:34][CH3:35])[c:14]([CH2:17][c:18]3[cH:19][cH:20][c:21](-[c:24]4[c:25]([C:30]#[N:31])[cH:26][cH:27][cH:28][cH:29]4)[cH:22][cH:23]3)[c:15]2=[O:16])[cH:7][cH:8][cH:9]1.[CH3:38][Mg+:39].[CH3:40][CH2:41][O:42][C:43](=[O:44])[CH3:45].[O:47]1[CH2:48][CH2:49][CH2:50][CH2:51]1.[OH2:46]>>[C:1]([CH3:2])([OH:3])([c:4]1[cH:5][c:6](-[n:10]2[c:11]([CH3:36])[n:12][c:13]([CH2:32][CH2:33][CH2:34][CH3:35])[c:14]([CH2:17][c:18]3[cH:19][cH:20][c:21](-[c:24]4[c:25]([C:30]#[N:31])[cH:26][cH:27][cH:28][cH:29]4)[cH:22][cH:23]3)[c:15]2=[O:16])[cH:7][cH:8][cH:9]1)[CH3:40].